From a dataset of the Open Reaction Database (ORD), a public repository of structured organic reaction records. describe an organic reaction: reactants, conditions, products, and yield Starting materials: CNCC(CO)O (3-methylamino-1,2-propanediol), C=C1CC(=O)O1 (diketene). Solvent: O1CCCC1 (tetrahydrofuran), O1CCCC1 (tetrahydrofuran). Reaction conditions: temperature 0 celsius, time 1 hour. Yields the product OC(CNC(CC(C)=O)=O)CO (N-(2,3-Dihydroxypropyl)-3-oxobutanamide). The yield is 81.0%. As a reaction SMILES: C[NH:2][CH2:3][CH:4]([OH:7])[CH2:5][OH:6].[CH2:8]=[C:9]1[O:13][C:11](=[O:12])[CH2:10]1>O1CCCC1>[OH:7][CH:4]([CH2:5][OH:6])[CH2:3][NH:2][C:11](=[O:12])[CH2:10][C:9](=[O:13])[CH3:8]. Reported procedure: A solution of 22.5 g (0.21 mol) 3-methylamino-1,2-propanediol in 200 ml of tetrahydrofuran was added dropwise to a solution of 18 g of diketene (0.21 mol) in 200 ml of tetrahydrofuran at −5 to 0° C. After 1 h stirring at 0° C. no more starting material was detected by thin layer chromatography. The reaction mixture was evaporated and the residue purified by column chromatography. This gave 32.00 g (0.17 mol, 79% yield) of a colorless oil. Procedure: 2-[4'-(2,3-epoxy)propoxybenzoyl]benzofuran was prepared from 12.0 g. (0.050 mol.) of 2-(4'-hydroxybenzoyl)benzofuran, 3.0 g. of sodium hydroxide and 30 ml. of epichlorohydrin as described in the procedure of Example 7. Product: O1C2=C(C(=O)C=3OC4=C(C3)C=CC=C4)C=CC(=C21)OCCC (2-[4'-(2,3-epoxy)propoxybenzoyl]benzofuran). Reaction SMILES: [OH:1][C:2]1[CH:18]=[CH:17][C:5]([C:6]([C:8]2[O:9][C:10]3[CH:16]=[CH:15][CH:14]=[CH:13][C:11]=3[CH:12]=2)=[O:7])=[CH:4][CH:3]=1.[OH-:19].[Na+].[CH2:21]([CH:23]1O[CH2:24]1)Cl>>[O:19]1[C:3]2[C:4]1=[C:5]([CH:17]=[CH:18][C:2]=2[O:1][CH2:21][CH2:23][CH3:24])[C:6]([C:8]1[O:9][C:10]2[CH:16]=[CH:15][CH:14]=[CH:13][C:11]=2[CH:12]=1)=[O:7] |f:1.2|. The reactants are OC1=CC=C(C(=O)C=2OC3=C(C2)C=CC=C3)C=C1 (2-(4'-hydroxybenzoyl)benzofuran), [OH-].[Na+] (sodium hydroxide), C(Cl)C1CO1 (epichlorohydrin). Reactants: CO, Cl, [Na+], COC(=O)Cc1nn(-c2ccccn2)c2[nH]c3ccccc3c(=O)c12, [OH-]. Product: O=C(O)Cc1nn(-c2ccccn2)c2[nH]c3ccccc3c(=O)c12. As a reaction SMILES: [CH3:29][OH:30].[ClH:28].[Na+:27].[O:1]=[c:2]1[c:3]2[c:4]([nH:5][c:6]3[cH:7][cH:8][cH:9][cH:10][c:11]13)[n:12](-[c:20]1[n:21][cH:22][cH:23][cH:24][cH:25]1)[n:13][c:14]2[CH2:15][C:16](=[O:17])[O:18][CH3:19].[OH-:26]>>[O:1]=[c:2]1[c:3]2[c:4]([nH:5][c:6]3[cH:7][cH:8][cH:9][cH:10][c:11]13)[n:12](-[c:20]1[n:21][cH:22][cH:23][cH:24][cH:25]1)[n:13][c:14]2[CH2:15][C:16](=[O:17])[OH:18]. The reactants are FC=1C=CC(=C(C1)C1=C2C(=NC=C1)N(C=C2)S(=O)(=O)C2=CC=CC=C2)OC (4-(5-fluoro-2-methoxyphenyl)-1-(phenylsulfonyl)-1H-pyrrolo[2,3-b]pyridine), C(CCC)[Li] (n-butyllithium), hexanes, O1CCC(CC1)=O (dihydro-2H-pyran-4(3H)-one). Run in O1CCCC1 (tetrahydrofuran). Conditions: time 5 minute. Yields the product FC=1C=CC(=C(C1)C1=C2C(=NC=C1)N(C(=C2)C2(CCOCC2)O)S(=O)(=O)C2=CC=C(C)C=C2)OC (4-(4-(5-fluoro-2-methoxyphenyl)-1-tosyl-1H-pyrrolo[2,3-b]pyridin-2-yl)tetrahydro-2H-pyran-4-ol). RXN SMILES: [F:1][C:2]1[CH:3]=[CH:4][C:5]([O:26][CH3:27])=[C:6]([C:8]2[CH:13]=[CH:12][N:11]=[C:10]3[N:14]([S:17]([C:20]4[CH:25]=[CH:24][CH:23]=[CH:22][CH:21]=4)(=[O:19])=[O:18])[CH:15]=[CH:16][C:9]=23)[CH:7]=1.[CH2:28]([Li])CCC.[O:33]1[CH2:38][CH2:37][C:36](=[O:39])[CH2:35][CH2:34]1>O1CCCC1>[F:1][C:2]1[CH:3]=[CH:4][C:5]([O:26][CH3:27])=[C:6]([C:8]2[CH:13]=[CH:12][N:11]=[C:10]3[N:14]([S:17]([C:20]4[CH:25]=[CH:24][C:23]([CH3:28])=[CH:22][CH:21]=4)(=[O:19])=[O:18])[C:15]([C:36]4([OH:39])[CH2:37][CH2:38][O:33][CH2:34][CH2:35]4)=[CH:16][C:9]=23)[CH:7]=1. Reported procedure: To a solution of Example 87A (200 mg, 0.504 mmol) in tetrahydrofuran (5 mL) at −78° C. was added 1.6M n-butyllithium in hexanes (0.473 mL, 0.757 mmol) under nitrogen. The mixture was stirred for 5 minutes and dihydro-2H-pyran-4(3H)-one (101 mg, 1.009 mmol) was added. Stirring was continued at −78° C. for 1 hour and the mixture was warmed to room temperature overnight. The mixture was quenched with water, extracted with ethyl acetate, dried over magnesium sulfate, filtered and purified by flash c... Reactants: C1(=CC(=CC=C1)N)N (m-phenylenediamine), C(C)OC=C(C(=O)OCC)C(=O)OCC (diethyl ethoxymethylenemalonate). The solvent is C(C)O (ethyl alcohol). Reaction conditions: time 30 hour. Product: NC=1C=C(NC=C(C(=O)OCC)C(=O)OCC)C=CC1 (diethyl 3-aminoanilino-methylenemalonate). As a reaction SMILES: [C:1]1([NH2:8])[CH:6]=[CH:5][CH:4]=[C:3]([NH2:7])[CH:2]=1.C(O[CH:12]=[C:13]([C:19]([O:21][CH2:22][CH3:23])=[O:20])[C:14]([O:16][CH2:17][CH3:18])=[O:15])C>C(O)C>[NH2:7][C:3]1[CH:2]=[C:1]([CH:6]=[CH:5][CH:4]=1)[NH:8][CH:12]=[C:13]([C:14]([O:16][CH2:17][CH3:18])=[O:15])[C:19]([O:21][CH2:22][CH3:23])=[O:20]. Procedure details: 10.8 Grams of m-phenylenediamine are dissolved in 80 ml of ethyl alcohol, 21.6 grams of diethyl ethoxymethylenemalonate are added and the mixture is heated under reflux for 40 minutes. After filtration hot, 50 ml of water are added and the mixture is left for 24 to 36 hours at room temperature with stirring. The precipitate formed is filtered off, washed with an ethanol/water (1:1) mixture and dried at 60° C. The product is recrystallized in a benzene/hexane (2:1) mixture and 10.5 grams of a sol... Reactants: C(C)(C)(C)OC(NC1=C(C=C(C(=C1)F)C(F)(F)F)[N+](=O)[O-])=O ((5-fluoro-2-nitro-4-trifluoromethyl-phenyl)-carbamic acid tert-butyl ester). Reagents/catalysts: [Pd] (Pd/C). Product: C(C)(C)(C)OC(NC1=C(C=C(C(=C1)F)C(F)(F)F)N)=O ((2-Amino-5-fluoro-4-trifluoromethyl-phenyl)-carbamic acid tert-butyl ester), solid. The yield is 97.0%. RXN SMILES: [C:1]([O:5][C:6](=[O:22])[NH:7][C:8]1[CH:13]=[C:12]([F:14])[C:11]([C:15]([F:18])([F:17])[F:16])=[CH:10][C:9]=1[N+:19]([O-])=O)([CH3:4])([CH3:3])[CH3:2]>[Pd]>[C:1]([O:5][C:6](=[O:22])[NH:7][C:8]1[CH:13]=[C:12]([F:14])[C:11]([C:15]([F:17])([F:18])[F:16])=[CH:10][C:9]=1[NH2:19])([CH3:4])([CH3:2])[CH3:3]. Procedure details: The title compound was prepared from (5-fluoro-2-nitro-4-trifluoromethyl-phenyl)-carbamic acid tert-butyl ester (Example A2) (3.34 g, 10.3 mmol) by hydrogenation with 10% Pd/C according to the general procedure J (method a). Obtained as a yellow solid (2.93 g, 97%). Starting materials: N1=CC=C(C=C1)C(CO)(C)O (2-(4-pyridyl)propane-1,2-diol). Reagents/catalysts: [Pt]=O (platinum oxide). The solvent is C(C)(=O)O (acetic acid). Conditions: time 16 hour. Yields the product N1CCC(CC1)C(CO)(C)O (2-(4-piperidyl)propan-1,2-diol). Yield: 101.0%. As a reaction SMILES: [N:1]1[CH:6]=[CH:5][C:4]([C:7]([OH:11])([CH3:10])[CH2:8][OH:9])=[CH:3][CH:2]=1>C(O)(=O)C.[Pt]=O>[NH:1]1[CH2:6][CH2:5][CH:4]([C:7]([OH:11])([CH3:10])[CH2:8][OH:9])[CH2:3][CH2:2]1. Procedure details: A solution of 2-(4-pyridyl)propane-1,2-diol (2.0 g) in acetic acid (30 cm3) was hydrogenated over platinum oxide (0.10 g) at 60° and 60 p.s.i. pressure for 16 hours. The catalyst was removed by filtration through "Avicel" and volatile material was removed in vacuo to afford 2-(4-piperidyl)propan-1,2-diol (2.1 g). (Crude acetate salt, oil). Yields the product CCOP(=O)(OCC)C(F)(F)c1cc2nc(C(=O)Nc3ccccc3)ccc2cc1Br. As a reaction SMILES: [Br:1][c:2]1[cH:3][c:4]2[cH:5][cH:6][c:7]([C:23](=[O:24])[OH:25])[n:8][c:9]2[cH:10][c:11]1[C:12]([F:13])([F:14])[P:15](=[O:16])([O:17][CH2:18][CH3:19])[O:20][CH2:21][CH3:22].[CH:33]([N:34]([CH2:35][CH3:36])[CH:37]([CH3:38])[CH3:39])([CH3:40])[CH3:41].[Cl:42][CH2:43][Cl:44].[NH2:26][c:27]1[cH:28][cH:29][cH:30][cH:31][cH:32]1>>[Br:1][c:2]1[cH:3][c:4]2[cH:5][cH:6][c:7]([C:23](=[O:25])[NH:26][c:27]3[cH:28][cH:29][cH:30][cH:31][cH:32]3)[n:8][c:9]2[cH:10][c:11]1[C:12]([F:13])([F:14])[P:15](=[O:16])([O:17][CH2:18][CH3:19])[O:20][CH2:21][CH3:22]. Starting materials: CCOP(=O)(OCC)C(F)(F)c1cc2nc(C(=O)O)ccc2cc1Br, CCN(C(C)C)C(C)C, ClCCl, Nc1ccccc1. The reactants are CN1CCCC1=O, O=C(Cl)c1cccc(C(F)(F)F)c1, Cc1ccc(N)c(Cl)c1Oc1ccc2nc(NC(=O)C3CC3)cn2n1. The product is Cc1ccc(NC(=O)c2cccc(C(F)(F)F)c2)c(Cl)c1Oc1ccc2nc(NC(=O)C3CC3)cn2n1. Reaction SMILES: [CH3:39][N:40]1[CH2:41][CH2:42][CH2:43][C:44]1=[O:45].[F:26][C:27]([c:28]1[cH:29][c:30]([C:31](=[O:32])[Cl:33])[cH:34][cH:35][cH:36]1)([F:37])[F:38].[NH2:1][c:2]1[c:3]([Cl:25])[c:4]([O:5][c:6]2[cH:7][cH:8][c:9]3[n:10]([n:11]2)[cH:12][c:13]([NH:15][C:16](=[O:17])[CH:18]2[CH2:19][CH2:20]2)[n:14]3)[c:21]([CH3:24])[cH:22][cH:23]1>>[NH:1]([c:2]1[c:3]([Cl:25])[c:4]([O:5][c:6]2[cH:7][cH:8][c:9]3[n:10]([n:11]2)[cH:12][c:13]([NH:15][C:16](=[O:17])[CH:18]2[CH2:19][CH2:20]2)[n:14]3)[c:21]([CH3:24])[cH:22][cH:23]1)[C:31]([c:30]1[cH:29][c:28]([C:27]([F:26])([F:37])[F:38])[cH:36][cH:35][cH:34]1)=[O:32]. Reactants: N1=C(C=CC=C1)C1=NC(=NC=C1)N (4-(2-pyridinyl)-2-pyrimidinamine), C1(CCCC1)C[C@@H](C(=O)N1N(CC[C@H]1C(=O)O)C(=O)OCC1=CC=CC=C1)CN(OC1OCCCC1)C=O ((3S)-2-((2R)-3-cyclopentyl-2-{[formyl(tetrahydro-2H-pyran-2-yloxy)amino]methyl}propanoyl)-1-{[(phenylmethyl)oxy]carbonyl}-3-pyrazolidinecarboxylic acid), ClC1=C(C(=O)Cl)C(=CC(=C1)Cl)Cl (2,4,6-trichlorobenzoyl chloride), CCN(C(C)C)C(C)C (DIPEA). The reagents and catalysts are CN(C)C=1C=CN=CC1 (DMAP). Run in C1CCOC1 (THF), CCOC(=O)C (EtOAc). Run at time 2 hour. Product: C1(CCCC1)C[C@@H](C(=O)N1N(CC[C@H]1C(=O)NC1=NC=CC(=N1)C1=NC=CC=C1)C(=O)OCC1=CC=CC=C1)CN(OC1OCCCC1)C=O (Phenylmethyl (3S)-2-((2R)-3-cyclopentyl-2-{[formyl(tetrahydro-2H-pyran-2-yloxy)amino]methyl}propanoyl)-3-({[4-(2-pyridinyl)-2-pyrimidinyl]amino}carbonyl)-1-pyrazolidinecarboxylate). The yield is 38.9%. As a reaction SMILES: [CH:1]1([CH2:6][C@H:7]([CH2:28][N:29]([CH:37]=[O:38])[O:30][CH:31]2[CH2:36][CH2:35][CH2:34][CH2:33][O:32]2)[C:8]([N:10]2[C@H:14]([C:15]([OH:17])=O)[CH2:13][CH2:12][N:11]2[C:18]([O:20][CH2:21][C:22]2[CH:27]=[CH:26][CH:25]=[CH:24][CH:23]=2)=[O:19])=[O:9])[CH2:5][CH2:4][CH2:3][CH2:2]1.ClC1C=C(Cl)C=C(Cl)C=1C(Cl)=O.CCN(C(C)C)C(C)C.[N:60]1[CH:65]=[CH:64][CH:63]=[CH:62][C:61]=1[C:66]1[CH:71]=[CH:70][N:69]=[C:68]([NH2:72])[N:67]=1>C1COCC1.CN(C1C=CN=CC=1)C.CCOC(C)=O>[CH:1]1([CH2:6][C@H:7]([CH2:28][N:29]([CH:37]=[O:38])[O:30][CH:31]2[CH2:36][CH2:35][CH2:34][CH2:33][O:32]2)[C:8]([N:10]2[C@H:14]([C:15]([NH:72][C:68]3[N:67]=[C:66]([C:61]4[CH:62]=[CH:63][CH:64]=[CH:65][N:60]=4)[CH:71]=[CH:70][N:69]=3)=[O:17])[CH2:13][CH2:12][N:11]2[C:18]([O:20][CH2:21][C:22]2[CH:23]=[CH:24][CH:25]=[CH:26][CH:27]=2)=[O:19])=[O:9])[CH2:5][CH2:4][CH2:3][CH2:2]1. Procedure details: To a solution of (3S)-2-((2R)-3-cyclopentyl-2-{[formyl(tetrahydro-2H-pyran-2-yloxy)amino]methyl}propanoyl)-1-{[(phenylmethyl)oxy]carbonyl}-3-pyrazolidinecarboxylic acid (800 mg, 1.5 mmol) in THF (10 mL) under N2 was added 2,4,6-trichlorobenzoyl chloride (477 mg, 2 mmol) and DIPEA (1.3 mL, 7.5 mmol). The mixture was stirred at rt for 2 h. THF was removed under vacuum and toluene (10 mL) was added. To this mixture was added 4-(2-pyridinyl)-2-pyrimidinamine (337 mg, 2 mmol) and DMAP (37 mg, 0.3 mmo...